Dataset: the Open Reaction Database (ORD), a public repository of structured organic reaction records. Task: describe an organic reaction: reactants, conditions, products, and yield Reactants: COC(=O)NC=Cc1ccc(OCC2CO2)cc1, CC#N, CC(N)CC#N. The product is COC(=O)NC=Cc1ccc(OCC(O)CNC(C)CC#N)cc1. As a reaction SMILES: [CH3:1][O:2][C:3](=[O:4])[NH:5][CH:6]=[CH:7][c:8]1[cH:9][cH:10][c:11]([O:12][CH2:13][CH:14]2[CH2:15][O:16]2)[cH:17][cH:18]1.[CH3:25][C:26]#[N:27].[NH2:19][CH:20]([CH2:21][C:22]#[N:23])[CH3:24]>>[CH3:1][O:2][C:3](=[O:4])[NH:5][CH:6]=[CH:7][c:8]1[cH:9][cH:10][c:11]([O:12][CH2:13][CH:14]([CH2:15][NH:19][CH:20]([CH2:21][C:22]#[N:23])[CH3:24])[OH:16])[cH:17][cH:18]1.